Task: describe an organic reaction: reactants, conditions, products, and yield. Dataset: the Open Reaction Database (ORD), a public repository of structured organic reaction records RXN SMILES: [F:1][C:2]([C:3](=[O:4])[N:5]1[CH:6]([c:10]2[cH:11][cH:12][c:13]([S:16](=[O:17])(=[O:18])[Cl:19])[cH:14][cH:15]2)[CH2:7][CH2:8][CH2:9]1)([F:20])[F:21].[NH2:22][c:23]1[s:24][cH:25][cH:26][n:27]1.[cH:28]1[cH:29][cH:30][n:31][cH:32][cH:33]1>>[F:1][C:2]([C:3](=[O:4])[N:5]1[CH:6]([c:10]2[cH:11][cH:12][c:13]([S:16](=[O:17])(=[O:18])[NH:22][c:23]3[s:24][cH:25][cH:26][n:27]3)[cH:14][cH:15]2)[CH2:7][CH2:8][CH2:9]1)([F:20])[F:21]. Starting materials: O=C(N1CCCC1c1ccc(S(=O)(=O)Cl)cc1)C(F)(F)F, Nc1nccs1, c1ccncc1. Product: O=C(N1CCCC1c1ccc(S(=O)(=O)Nc2nccs2)cc1)C(F)(F)F.